From a dataset of the Open Reaction Database (ORD), a public repository of structured organic reaction records. describe an organic reaction: reactants, conditions, products, and yield Reactants: C(C)C1=NN(C2=CC=CC(=C12)NC(=O)C1=CN=C2N1C=CC=C2)CC2=NC(=CC=C2)O (N-(3-ethyl-1-((6-hydroxypyridin-2-yl)methyl)-1H-indazol-4-yl)imidazo[1,2-a]pyridine-3-carboxamide), CS(=O)(=O)OCC1OC(OC1)(C)C ((2,2-dimethyl-1,3-dioxolan-4-yl)methyl methanesulfonate), C(=O)([O-])[O-].[Cs+].[Cs+] (Cs2CO3). Solvent: CC(=O)N(C)C (DMA). Run at temperature 90 celsius. Yields the product CC1(OCC(O1)COC1=CC=CC(=N1)CN1N=C(C2=C(C=CC=C12)NC(=O)C1=CN=C2N1C=CC=C2)CC)C (N-(1-((6-((2,2-dimethyl-1,3-dioxolan-4-yl)methoxy)pyridin-2-yl)methyl)-3-ethyl-1H-indazol-4-yl)imidazo[1,2-a]pyridine-3-carboxamide). The yield is 58.4%. As a reaction SMILES: [CH2:1]([C:3]1[C:11]2[C:6](=[CH:7][CH:8]=[CH:9][C:10]=2[NH:12][C:13]([C:15]2[N:19]3[CH:20]=[CH:21][CH:22]=[CH:23][C:18]3=[N:17][CH:16]=2)=[O:14])[N:5]([CH2:24][C:25]2[CH:30]=[CH:29][CH:28]=[C:27]([OH:31])[N:26]=2)[N:4]=1)[CH3:2].CS(O[CH2:37][CH:38]1[CH2:42][O:41][C:40]([CH3:44])([CH3:43])[O:39]1)(=O)=O.C([O-])([O-])=O.[Cs+].[Cs+]>CC(N(C)C)=O>[CH3:43][C:40]1([CH3:44])[O:39][CH:38]([CH2:37][O:31][C:27]2[N:26]=[C:25]([CH2:24][N:5]3[C:6]4[C:11](=[C:10]([NH:12][C:13]([C:15]5[N:19]6[CH:20]=[CH:21][CH:22]=[CH:23][C:18]6=[N:17][CH:16]=5)=[O:14])[CH:9]=[CH:8][CH:7]=4)[C:3]([CH2:1][CH3:2])=[N:4]3)[CH:30]=[CH:29][CH:28]=2)[CH2:42][O:41]1 |f:2.3.4|. Reported procedure: To N-(3-ethyl-1-((6-hydroxypyridin-2-yl)methyl)-1H-indazol-4-yl)imidazo[1,2-a]pyridine-3-carboxamide (17, Step A) (16 mg, 0.039 mmol) in DMA (2 mL) was added (2,2-dimethyl-1,3-dioxolan-4-yl)methyl methanesulfonate (8.2 mg, 0.039 mmol) and Cs2CO3 (25 mg, 0.078 mmol). The reaction vial was sealed and the mixture was heated at 90° C. for 6 hours. The DMA was removed under reduced pressure. The residue was diluted with EtOAc (20 mL). The organic solution was washed with saturated NaHCO3 aqueous solu...